This data is from the Open Reaction Database (ORD), a public repository of structured organic reaction records. The task is: describe an organic reaction: reactants, conditions, products, and yield Starting materials: Br, O=C([O-])O, C1COCCO1, O=C(Cl)OCc1ccccc1, [Na+], O, NCCCCc1ccc(O)cc1. The product is O=C(NCCCCc1ccc(O)cc1)OCc1ccccc1. RXN SMILES: [BrH:1].[C:15](=[O:16])([OH:17])[O-:18].[CH2:31]1[O:32][CH2:33][CH2:34][O:35][CH2:36]1.[Cl:20][C:21](=[O:22])[O:23][CH2:24][c:25]1[cH:26][cH:27][cH:28][cH:29][cH:30]1.[Na+:19].[OH2:14].[OH:2][c:3]1[cH:4][cH:5][c:6]([CH2:9][CH2:10][CH2:11][CH2:12][NH2:13])[cH:7][cH:8]1>>[OH:2][c:3]1[cH:4][cH:5][c:6]([CH2:9][CH2:10][CH2:11][CH2:12][NH:13][C:21](=[O:22])[O:23][CH2:24][c:25]2[cH:26][cH:27][cH:28][cH:29][cH:30]2)[cH:7][cH:8]1. Reaction SMILES: [CH2:1]([C:7]1[C:8](CO)=[C:9]([C:22]2[CH:27]=[CH:26][C:25]([F:28])=[CH:24][CH:23]=2)[C:10]([C:15]2[CH:20]=[CH:19][C:18]([F:21])=[CH:17][CH:16]=2)=[C:11]([CH2:13]O)[CH:12]=1)[CH2:2][CH2:3][CH2:4][CH2:5][CH3:6].S(Cl)([Cl:33])=O.[CH2:35]([Cl:37])Cl>>[CH2:1]([C:7]1[C:8]([CH2:35][Cl:37])=[C:9]([C:22]2[CH:27]=[CH:26][C:25]([F:28])=[CH:24][CH:23]=2)[C:10]([C:15]2[CH:20]=[CH:19][C:18]([F:21])=[CH:17][CH:16]=2)=[C:11]([CH2:13][Cl:33])[CH:12]=1)[CH2:2][CH2:3][CH2:4][CH2:5][CH3:6]. Yields the product C(CCCCC)C=1C(=C(C(=C(C1)CCl)C1=CC=C(C=C1)F)C1=CC=C(C=C1)F)CCl (5-Hexyl-1,4-bis(chloromethyl)-2,3-di(4-fluorophenyl)-benzene). The reactants are 3, C(Cl)Cl (methylene chloride), C(CCCCC)C=1C(=C(C(=C(C1)CO)C1=CC=C(C=C1)F)C1=CC=C(C=C1)F)CO (5-hexyl-1,4-bis(hydroxymethyl)-2,3-di(4-fluorophenyl)-benzene), S(=O)(Cl)Cl (thionyl chloride). Reaction conditions: time 1 hour. Procedure details: A 250 mL 3 neck round-bottom flask equipped with a condenser was flushed with nitrogen and then loaded with 5-hexyl-1,4-bis(hydroxymethyl)-2,3-di(4-fluorophenyl)-benzene (1.35 g, 3.3 mmol), thionyl chloride (7 g, 58.8 mmol) and methylene chloride (10 mL) was stirred at room temperature for 1 hour, and then refluxed for an additional 2 hour, and finally stirred at room temperature overnight. The solvent was then removed by rotary evaporation to give a pale yellow oil (1.1 g, 74.7% yield). Yield: 74.7%.